From a dataset of the Open Reaction Database (ORD), a public repository of structured organic reaction records. describe an organic reaction: reactants, conditions, products, and yield The reactants are OC1=CC=C(C(=O)C2=CC=C(C=C2)O)C=C1 (4,4'-dihydroxybenzophenone), [C-]#N.[K+] (potassium cyanide), C([O-])([O-])=O.[NH4+].[NH4+] (ammonium carbonate), C(=O)N (formamide), Cl (hydrochloric acid). The solvent is O (water), O (water). Conditions: time 8 hour. Product: OC1=CC=C(C=C1)C1(C(NC(N1)=O)=O)C1=CC=C(C=C1)O (5,5-bis(4-hydroxyphenyl)hydantoin). Reaction SMILES: [OH:1][C:2]1[CH:16]=[CH:15][C:5]([C:6]([C:8]2[CH:13]=[CH:12][C:11]([OH:14])=[CH:10][CH:9]=2)=O)=[CH:4][CH:3]=1.[C-]#[N:18].[K+].[C:20](=[O:23])([O-])[O-].[NH4+].[NH4+].[CH:26]([NH2:28])=[O:27].Cl>O>[OH:1][C:2]1[CH:16]=[CH:15][C:5]([C:6]2([C:8]3[CH:13]=[CH:12][C:11]([OH:14])=[CH:10][CH:9]=3)[NH:18][C:26](=[O:27])[NH:28][C:20]2=[O:23])=[CH:4][CH:3]=1 |f:1.2,3.4.5|. Procedure: 100 Grams of 4,4'-dihydroxybenzophenone, 152.1 g of potassium cyanide and 426.3 g of ammonium carbonate were heated to 120° C. together with 750 ml. of formamide and 150 ml. of water with stirring in an autoclave for 48 hours. The reaction liquid was made acidic with concentrated hydrochloric acid, mixed with water and allowed to stand overnight. The precipitates thus formed were filtered out. The precipitates were decolorized by active carbon and recrystallized from 50% methanol to obtain 111.4... Reactants: N=1C=CN2C1C=CC=C2N (imidazo[1,2-a]pyridin-5-ylamine), C1CC(=O)N(C1=O)OC(=O)ON2C(=O)CCC2=O (N,N′-disuccinimidyl carbonate), Cl.ClC1=CC=C(OC=2C=C(CN3CCNCC3)C=CC2)C=C1 (1-[3-(4-chloro-phenoxy)-benzyl]-piperazine hydrochloride), C(C)(C)N(CC)C(C)C (diisopropylethylamine). Reagents/catalysts: CN(C)C=1C=CN=CC1 (DMAP). Solvent: C(Cl)Cl (CH2Cl2), CCOC(=O)C (EtOAc). Conditions: time 6 hour. Product: N=1C=CN2C1C=CC=C2NC(=O)N2CCN(CC2)CC2=CC(=CC=C2)OC2=CC=C(C=C2)Cl (4-[3-(4-chloro-phenoxy)-benzyl]-piperazine-1-carboxylic acid imidazo[1,2-a]pyridin-5-ylamide). The yield is 46.4%. Reaction SMILES: [N:1]1[CH:2]=[CH:3][N:4]2[C:9]([NH2:10])=[CH:8][CH:7]=[CH:6][C:5]=12.C1C(=O)N(OC(ON2C(=O)CCC2=O)=O)[C:13](=[O:14])C1.Cl.[Cl:30][C:31]1[CH:50]=[CH:49][C:34]([O:35][C:36]2[CH:37]=[C:38]([CH:46]=[CH:47][CH:48]=2)[CH2:39][N:40]2[CH2:45][CH2:44][NH:43][CH2:42][CH2:41]2)=[CH:33][CH:32]=1.C(N(C(C)C)CC)(C)C>C(Cl)Cl.CN(C1C=CN=CC=1)C.CCOC(C)=O>[N:1]1[CH:2]=[CH:3][N:4]2[C:9]([NH:10][C:13]([N:43]3[CH2:44][CH2:45][N:40]([CH2:39][C:38]4[CH:46]=[CH:47][CH:48]=[C:36]([O:35][C:34]5[CH:49]=[CH:50][C:31]([Cl:30])=[CH:32][CH:33]=5)[CH:37]=4)[CH2:41][CH2:42]3)=[O:14])=[CH:8][CH:7]=[CH:6][C:5]=12 |f:2.3|. Reported procedure: To a solution of imidazo[1,2-a]pyridin-5-ylamine (56.0 mg, 0.421 mmol) in CH2Cl2 (2.0 mL) were added N,N′-disuccinimidyl carbonate (108 mg, 0.421 mmol) and DMAP (51.0 mg, 0.417 mmol). The reaction mixture was stirred at rt for 6 h, then treated with 1-[3-(4-chloro-phenoxy)-benzyl]-piperazine hydrochloride (158 mg, 0.420 mmol) and diisopropylethylamine (109 mg, 0.840 mmol) and stirred for an additional 16 h at rt. The reaction mixture was diluted with EtOAc and extracted with H2O then saturated a... Reactants: N1(N=CN=C1)C=1SC=C(N1)CO ((2-[1,2,4]triazol-1-ylthiazole-4-yl)methanol). The reagents and catalysts are O=[Mn]=O (MnO2). Run in C(Cl)(Cl)Cl (chloroform), CO (methanol). Product: N1(N=CN=C1)C=1SC=C(N1)C=O (2-[1,2,4]triazol-1-ylthiazole-4-carbaldehyde). RXN SMILES: [N:1]1([C:6]2[S:7][CH:8]=[C:9]([CH2:11][OH:12])[N:10]=2)[CH:5]=[N:4][CH:3]=[N:2]1>C(Cl)(Cl)Cl.CO.O=[Mn]=O>[N:1]1([C:6]2[S:7][CH:8]=[C:9]([CH:11]=[O:12])[N:10]=2)[CH:5]=[N:4][CH:3]=[N:2]1. Procedure: MnO2 (5.3 g; 60.9 mmol) was added to a solution of (2-[1,2,4]triazol-1-ylthiazole-4-yl)methanol (0.32 g; 2.25 mmol), prepared as described in the above step, in chloroform (15 ml) and methanol (1.5 ml).